From a dataset of the Open Reaction Database (ORD), a public repository of structured organic reaction records. describe an organic reaction: reactants, conditions, products, and yield Starting materials: C1CCC2=NCCCN2CC1, Cc1c(F)c(F)c(F)c2c1c(=O)c(C(=O)O)cn2C1CC1, Cl, c1ccncc1, c1ncn(C2CCNC2)n1. Yields the product Cc1c(F)c(N2CCC(n3cncn3)C2)c(F)c2c1c(=O)c(C(=O)O)cn2C1CC1. Reaction SMILES: [CH2:33]1[CH2:34][CH2:35][C:36]2=[N:41][CH2:40][CH2:39][CH2:38][N:37]2[CH2:42][CH2:43]1.[CH:1]1([n:4]2[cH:5][c:6]([C:19](=[O:20])[OH:21])[c:7](=[O:18])[c:8]3[c:9]([CH3:17])[c:10]([F:16])[c:11]([F:15])[c:12]([F:14])[c:13]23)[CH2:2][CH2:3]1.[ClH:22].[cH:44]1[cH:45][cH:46][n:47][cH:48][cH:49]1.[n:23]1([CH:28]2[CH2:29][NH:30][CH2:31][CH2:32]2)[n:24][cH:25][n:26][cH:27]1>>[CH:1]1([n:4]2[cH:5][c:6]([C:19](=[O:20])[OH:21])[c:7](=[O:18])[c:8]3[c:9]([CH3:17])[c:10]([F:16])[c:11]([N:30]4[CH2:29][CH:28]([n:23]5[n:24][cH:25][n:26][cH:27]5)[CH2:32][CH2:31]4)[c:12]([F:14])[c:13]23)[CH2:2][CH2:3]1.